This data is from the Open Reaction Database (ORD), a public repository of structured organic reaction records. The task is: describe an organic reaction: reactants, conditions, products, and yield Starting materials: O1C(=CC=C1)C1NCCC1 ((RS)-2-furan-2-yl-pyrrolidine), ClC1=CC=C(C=C1)S(=O)(=O)Cl (4-chloro-benzenesulfonyl chloride). Yields the product ClC1=CC=C(C=C1)S(=O)(=O)N1C(CCC1)C=1OC=CC1 ((RS)-1-(4-Chloro-benzenesulfonyl)-2-furan-2-yl-pyrrolidine). As a reaction SMILES: [O:1]1[CH:5]=[CH:4][CH:3]=[C:2]1[CH:6]1[CH2:10][CH2:9][CH2:8][NH:7]1.[Cl:11][C:12]1[CH:17]=[CH:16][C:15]([S:18](Cl)(=[O:20])=[O:19])=[CH:14][CH:13]=1>>[Cl:11][C:12]1[CH:17]=[CH:16][C:15]([S:18]([N:7]2[CH2:8][CH2:9][CH2:10][CH:6]2[C:2]2[O:1][CH:5]=[CH:4][CH:3]=2)(=[O:20])=[O:19])=[CH:14][CH:13]=1. Reported procedure: The title compound, yellow oil, MS: m/e=311 (M+) was prepared in accordance with the general method of example 1e from (RS)-2-furan-2-yl-pyrrolidine and 4-chloro-benzenesulfonyl chloride. Starting materials: [H][H] (hydrogen), [H][H] (hydrogen), Cl.C(C1=CC=CC=C1)NCC1CC(CC1)C1=CC=C(C=C1)OC (N-Benzyl-N-[3-(4-methoxyphenyl)cyclopentylmethyl]amine hydrochloride). The reagents and catalysts are [C].[Pd] (palladium-carbon). Run in C(C)(=O)O (acetic acid). Reaction conditions: time 2 hour. The product is Cl.COC1=CC=C(C=C1)C1CC(CC1)CN (3-(4-methoxyphenyl) cyclopentylmethylamine hydrochloride). Isolated yield 93.9%. Reaction SMILES: [ClH:1].C([NH:9][CH2:10][CH:11]1[CH2:15][CH2:14][CH:13]([C:16]2[CH:21]=[CH:20][C:19]([O:22][CH3:23])=[CH:18][CH:17]=2)[CH2:12]1)C1C=CC=CC=1.[H][H]>C(O)(=O)C.[C].[Pd]>[ClH:1].[CH3:23][O:22][C:19]1[CH:20]=[CH:21][C:16]([CH:13]2[CH2:14][CH2:15][CH:11]([CH2:10][NH2:9])[CH2:12]2)=[CH:17][CH:18]=1 |f:0.1,4.5,6.7|. Reported procedure: N-Benzyl-N-[3-(4-methoxyphenyl)cyclopentylmethyl]amine hydrochloride (6.30 g) was dissolved in acetic acid (130 ml), and 10% palladium-carbon (1.1 g) was added. After substituting the reaction vessel with hydrogen gas, hydrogen addition was carried out at normal pressure, 80° C. for 2 hours. After the reaction, the catalyst was filtered off and the solvent was distilled off under reduced pressure to produce light yellow crystals which were then washed with diethyl ether to give 4.31 g of 3-(4-me... Reactants: CCCc1c2c(cc3c(=S)cc(C(=O)O)oc13)CCCC2, CI, CC(C)=O, O. The product is CCCc1c2c(cc3c(=O)cc(C(=O)O)oc13)CCCC2. As a reaction SMILES: [CH2:1]([CH2:2][CH3:3])[c:4]1[c:5]2[c:10]([cH:11][c:12]3[c:13]1[o:14][c:15]([C:19](=[O:20])[OH:21])[cH:16][c:17]3=[S:18])[CH2:9][CH2:8][CH2:7][CH2:6]2.[CH3:22][I:23].[CH3:25][C:26](=[O:27])[CH3:28].[OH2:24]>>[CH2:1]([CH2:2][CH3:3])[c:4]1[c:5]2[c:10]([cH:11][c:12]3[c:13]1[o:14][c:15]([C:19](=[O:20])[OH:21])[cH:16][c:17]3=[O:24])[CH2:9][CH2:8][CH2:7][CH2:6]2. Reactants: C(C)N1C=C(C(C2=CC(=C(C=C12)F)F)=O)C(=O)O (1-ethyl-6,7-difluoro-1,4-dihydro-4-oxo-3-quinolinecarboxylic acid), S1CNCC1 (thiazolidine), C(C)#N (acetonitrile). The solvent is CN(C=O)C (N,N-dimethylformamide). The product is C(C)N1C=C(C(C2=CC(=C(C=C12)N1CSCC1)F)=O)C(=O)O (1-ethyl-6-fluoro-1,4-dihydro-4-oxo-7-(3-thiazolidinyl)-3-quinolinecarboxylic acid). Yield: 10.1%. RXN SMILES: [CH2:1]([N:3]1[C:12]2[C:7](=[CH:8][C:9]([F:14])=[C:10](F)[CH:11]=2)[C:6](=[O:15])[C:5]([C:16]([OH:18])=[O:17])=[CH:4]1)[CH3:2].[S:19]1[CH2:23][CH2:22][NH:21][CH2:20]1.C(#N)C>CN(C)C=O>[CH2:1]([N:3]1[C:12]2[C:7](=[CH:8][C:9]([F:14])=[C:10]([N:21]3[CH2:22][CH2:23][S:19][CH2:20]3)[CH:11]=2)[C:6](=[O:15])[C:5]([C:16]([OH:18])=[O:17])=[CH:4]1)[CH3:2]. Reported procedure: A solution of 1.01 g (4.0 mmol) of 1-ethyl-6,7-difluoro-1,4-dihydro-4-oxo-3-quinolinecarboxylic acid, 0.79 ml (10 mmol) of thiazolidine, 20 ml of acetonitrile and 20 ml of N,N-dimethylformamide was heated at reflux for 16 hours. The reaction was cooled to room temperature and the solid which formed was removed by filtration. After triturating with hot methanol, the residue was recrystallized from N,N-dimethylformamide to give 0.13 g of 1-ethyl-6-fluoro-1,4-dihydro-4-oxo-7-(3-thiazolidinyl)-3-qui... Starting materials: Cl.Cl.Cl.N1N=CC2=CC=C(C=C12)NC(=O)C1=CC2=C(NC(=N2)NC2=C(C=CC=C2)C(F)(F)F)C=C1N1CCNCC1 (6-piperazin-1-yl-2-(2-trifluoromethylphenylamino)-1H-benzimidazole-5-carboxylic acid (1H-indazol-6-yl)-amide trihydrochloride), O=CC(O)CO (glyceraldehyde), C(#N)[BH3-].[Na+] (sodium cyanoborohydride). The solvent is CO (methanol). Run at time 60 minute. The product is N1N=CC2=CC=C(C=C12)NC(=O)C1=CC2=C(NC(=N2)NC2=C(C=CC=C2)C(F)(F)F)C=C1N1CCN(CC1)CCO (6-[4-(2-hydroxyethyl)-piperazin-1-yl]-2-(2-trifluoromethyl-phenylamino)-1H-benzimidazole-5-carboxylic acid (1H-indazol-6-yl)amide). RXN SMILES: Cl.Cl.Cl.[NH:4]1[C:12]2[C:7](=[CH:8][CH:9]=[C:10]([NH:13][C:14]([C:16]3[C:35]([N:36]4[CH2:41][CH2:40][NH:39][CH2:38][CH2:37]4)=[CH:34][C:19]4[NH:20][C:21]([NH:23][C:24]5[CH:29]=[CH:28][CH:27]=[CH:26][C:25]=5[C:30]([F:33])([F:32])[F:31])=[N:22][C:18]=4[CH:17]=3)=[O:15])[CH:11]=2)[CH:6]=[N:5]1.[O:42]=[CH:43][CH:44](CO)O.C([BH3-])#N.[Na+]>CO>[NH:4]1[C:12]2[C:7](=[CH:8][CH:9]=[C:10]([NH:13][C:14]([C:16]3[C:35]([N:36]4[CH2:37][CH2:38][N:39]([CH2:44][CH2:43][OH:42])[CH2:40][CH2:41]4)=[CH:34][C:19]4[NH:20][C:21]([NH:23][C:24]5[CH:29]=[CH:28][CH:27]=[CH:26][C:25]=5[C:30]([F:31])([F:32])[F:33])=[N:22][C:18]=4[CH:17]=3)=[O:15])[CH:11]=2)[CH:6]=[N:5]1 |f:0.1.2.3,5.6|. Procedure: To a solution of 6-piperazin-1-yl-2-(2-trifluoromethylphenylamino)-1H-benzimidazole-5-carboxylic acid (1H-indazol-6-yl)-amide trihydrochloride (0.2 mmol; see Example 88) in methanol (2 mL) was added glyceraldehyde (2 mmol), and the resulting mixture was stirred at RT for 60 min. The reaction mixture was then charged with solid sodium cyanoborohydride (1 mmol), and the stirring was continued at RT for 10 h. The reaction mixture was then concentrated in vacuo, and the residue was suspended in wate... Reactants: BrC1=CC=C(C=C1)C(CC(C(F)(F)F)=O)=O (1-(4-bromophenyl)-4,4,4-trifluoro-1,3-butanedione), Cl.N(N)C=1C=CC(=NC1)S(=O)(=O)N (5-hydrazino-2-pyridinesulfonamide hydrochloride). Solvent: C(C)O (ethanol). The product is BrC1=CC=C(C=C1)C1=CC(=NN1C=1C=CC(=NC1)S(=O)(=O)N)C(F)(F)F (5-[5-(4-Bromophenyl)-3-(trifluoromethyl)-1H-pyrazol-1-yl]-2-pyridinesulfonamide). The yield is 87.0%. Reaction SMILES: [Br:1][C:2]1[CH:7]=[CH:6][C:5]([C:8](=O)[CH2:9][C:10](=O)[C:11]([F:14])([F:13])[F:12])=[CH:4][CH:3]=1.Cl.[NH:18]([C:20]1[CH:21]=[CH:22][C:23]([S:26]([NH2:29])(=[O:28])=[O:27])=[N:24][CH:25]=1)[NH2:19]>C(O)C>[Br:1][C:2]1[CH:7]=[CH:6][C:5]([C:8]2[N:18]([C:20]3[CH:21]=[CH:22][C:23]([S:26]([NH2:29])(=[O:28])=[O:27])=[N:24][CH:25]=3)[N:19]=[C:10]([C:11]([F:14])([F:13])[F:12])[CH:9]=2)=[CH:4][CH:3]=1 |f:1.2|. Reported procedure: A mixture of 1-(4-bromophenyl)-4,4,4-trifluoro-1,3-butanedione (prepared according to the method of J.Med.Chem., 1997, 40, 1347. 1.09 g, 3.71 mmol) and 5-hydrazino-2-pyridinesulfonamide hydrochloride (1.00 g, 4.45 mmol) in ethanol (50 ml) was refluxed for 18 hr. After evaporation, the obtained residue was chromatographed on a column of silica gel (200 g) eluting with ethyl acetate/hexane (1:2) to afford 1.44 g (87%) of the title compound as a white solid. Reactants: ClN1C(CCC1=O)=O (N-Chlorosuccinimide), ClC1=CN(C=2N=C(N=C(C21)OC)NC=O)[C@H]2C[C@H](OC(C(C)C)=O)[C@H](O2)COC(C(C)C)=O (5-Chloro-7-[2-deoxy-3,5-di-O-(2-methylpropionyl)-β-D-erythropentofuranosyl]-2-[(formyl)amino]-4-methoxy-7H-pyrrolo[2,3-d]pyrimidine). The solvent is C(Cl)Cl (CH2Cl2). Reaction conditions: time 16 hour. Yields the product CC(C(=O)O[C@H]1C[C@@H](O[C@@H]1COC(C(C)C)=O)N1C(=C(C2=C1N=C(N=C2OC)NC=O)Cl)Cl)C (7-[2-Deoxy-3,5-di-O-(2-methylpropionyl)-β-D-erythropentofuranosyl]-5,6-dichloro-2-[(formyl)amino]-4-methoxy-7H-pyrrolo[2,3-d]pyrimidine). Isolated yield 72.0%. RXN SMILES: [Cl:1]N1C(=O)CCC1=O.[Cl:9][C:10]1[C:18]2[C:17]([O:19][CH3:20])=[N:16][C:15]([NH:21][CH:22]=[O:23])=[N:14][C:13]=2[N:12]([C@@H:24]2[O:34][C@H:33]([CH2:35][O:36][C:37](=[O:41])[CH:38]([CH3:40])[CH3:39])[C@@H:26]([O:27][C:28](=[O:32])[CH:29]([CH3:31])[CH3:30])[CH2:25]2)[CH:11]=1>C(Cl)Cl>[CH3:30][CH:29]([CH3:31])[C:28]([O:27][C@@H:26]1[C@@H:33]([CH2:35][O:36][C:37](=[O:41])[CH:38]([CH3:40])[CH3:39])[O:34][C@@H:24]([N:12]2[C:13]3[N:14]=[C:15]([NH:21][CH:22]=[O:23])[N:16]=[C:17]([O:19][CH3:20])[C:18]=3[C:10]([Cl:9])=[C:11]2[Cl:1])[CH2:25]1)=[O:32]. Procedure: N-Chlorosuccinimide (117 mg, 0.9 mmol) is added to a solution of compound (45) (200 mg, 0.4 mmol in 5 ml of DMF). After it had been stirred (at room temperature for 16 h), the solution is added to a mixture of CH2Cl2/5% aq. NaHCO3 (50 ml, 9:1). The organic phase is separated off, washed with water, dried over Na2SO4, filtered and evaporated. The evaporated residue is dissolved in CH2Cl2 and this solution is chromatographed on silica gel (column: 5×20 cm, CH2Cl2/acetone, 95:5). The main zone is s... Starting materials: CN(C1=CC=CC=C1)C (N,N-dimethylaniline), secondary amine, C(=O)(Cl)Cl (phosgene), ClC=1C=C(N)C=CC1 (3-chloroaniline). Run in C=1(C(=CC=CC1)C)C (xylene), C1(=CC=CC=C1)C (toluene), C1(=CC=CC=C1)C (toluene). Yields the product ClC=1C=C(C=CC1)NC(=O)Cl (N-(3-chlorophenyl)carbamyl chloride). RXN SMILES: CN(C)C1C=CC=CC=1.[C:10]([Cl:13])(Cl)=[O:11].[Cl:14][C:15]1[CH:16]=[C:17]([CH:19]=[CH:20][CH:21]=1)[NH2:18]>C1(C)C=CC=CC=1.C1(C)C(C)=CC=CC=1>[Cl:14][C:15]1[CH:16]=[C:17]([NH:18][C:10]([Cl:13])=[O:11])[CH:19]=[CH:20][CH:21]=1. Procedure: Other of the ureas and thioureas of this invention are prepared by reacting arylamines with activated derivatives of carbonic acid such as phosgene or thiophosgene to yield an intermediate, for instance, an arylcarbamyl chloride. This intermediate is then reacted with a secondary amine to yield the urea or thiourea. The preparation of this intermediate is conducted in an aprotic solvent such as toluene or xylene at temperatures from about room temperature up to the boiling point of the solvent i... Reaction SMILES: [C:1]([CH3:2])([CH3:3])([CH3:4])[O:5][C:6](=[O:7])[N:8]1[CH:9]([CH3:21])[CH2:10][CH:11]([O:13][CH2:14][c:15]2[cH:16][cH:17][cH:18][cH:19][cH:20]2)[CH2:12]1.[CH3:22][CH2:23][O:24][C:25](=[O:26])[CH3:27]>>[C:1]([CH3:2])([CH3:3])([CH3:4])[O:5][C:6](=[O:7])[N:8]1[CH:9]([CH3:21])[CH2:10][CH:11]([OH:13])[CH2:12]1. Product: CC1CC(O)CN1C(=O)OC(C)(C)C. Starting materials: CC1CC(OCc2ccccc2)CN1C(=O)OC(C)(C)C, CCOC(C)=O.